From a dataset of the Open Reaction Database (ORD), a public repository of structured organic reaction records. describe an organic reaction: reactants, conditions, products, and yield The reactants are O=C1NC2=C(CCN1C1CCN(CC1)C(=O)O[C@@H](C(=O)N1CCC(CC1)N1CCN(CC1)C)CC1=CC(=C(C(=C1)C(F)(F)F)N)Cl)C=CC=C2 ((R)-1-(4-amino-3-chloro-5-trifluoromethyl-benzyl)-2-[4-(4-methyl-piperazin-1-yl)-piperidin-1-yl]-2-oxo-ethyl 4-(2-oxo-1,2,4,5-tetrahydro-1,3-benzodiazepin-3-yl)-piperidine-1-carboxylate), Cl (hydrochloric acid). The solvent is C(C)(C)O (isopropanol). Product: Cl.O=C1NC2=C(CCN1C1CCN(CC1)C(=O)O[C@@H](C(=O)N1CCC(CC1)N1CCN(CC1)C)CC1=CC(=C(C(=C1)C(F)(F)F)N)Cl)C=CC=C2 ((R)-1-(4-amino-3-chloro-5-trifluoromethyl-benzyl)-2-[4-(4-methyl-piperazin-1-yl)-piperidin-1-yl]-2-oxo-ethyl 4-(2-oxo-1,2,4,5-tetrahydro-1,3-benzodiazepin-3-yl)-piperidine-1-carboxylate hydrochloride). RXN SMILES: [O:1]=[C:2]1[N:8]([CH:9]2[CH2:14][CH2:13][N:12]([C:15]([O:17][C@H:18]([CH2:34][C:35]3[CH:40]=[C:39]([C:41]([F:44])([F:43])[F:42])[C:38]([NH2:45])=[C:37]([Cl:46])[CH:36]=3)[C:19]([N:21]3[CH2:26][CH2:25][CH:24]([N:27]4[CH2:32][CH2:31][N:30]([CH3:33])[CH2:29][CH2:28]4)[CH2:23][CH2:22]3)=[O:20])=[O:16])[CH2:11][CH2:10]2)[CH2:7][CH2:6][C:5]2[CH:47]=[CH:48][CH:49]=[CH:50][C:4]=2[NH:3]1.Cl>C(O)(C)C>[ClH:46].[O:1]=[C:2]1[N:8]([CH:9]2[CH2:14][CH2:13][N:12]([C:15]([O:17][C@H:18]([CH2:34][C:35]3[CH:40]=[C:39]([C:41]([F:43])([F:42])[F:44])[C:38]([NH2:45])=[C:37]([Cl:46])[CH:36]=3)[C:19]([N:21]3[CH2:26][CH2:25][CH:24]([N:27]4[CH2:28][CH2:29][N:30]([CH3:33])[CH2:31][CH2:32]4)[CH2:23][CH2:22]3)=[O:20])=[O:16])[CH2:11][CH2:10]2)[CH2:7][CH2:6][C:5]2[CH:47]=[CH:48][CH:49]=[CH:50][C:4]=2[NH:3]1 |f:3.4|. Procedure: 0.5 g (0.69 mmol) (R)-1-(4-amino-3-chloro-5-trifluoromethyl-benzyl)-2-[4-(4-methyl-piperazin-1-yl)-piperidin-1-yl]-2-oxo-ethyl 4-(2-oxo-1,2,4,5-tetrahydro-1,3-benzodiazepin-3-yl)-piperidine-1-carboxylate are dissolved in 5 ml isopropanol at ambient temperature. After the addition of 95.2 μl hydrochloric acid (12.4 mol/l in ethanol) a white precipitate is formed spontaneously. After 12 hours at ambient temperature the precipitate formed is filtered off and dried at 70° C. The reactants are O=C(O)COCc1ccccc1, CCCCNCCCC, C1CCOC1, CN1CCOCC1, CC(C)COC(=O)Cl, O. The product is CCCCN(CCCC)C(=O)COCc1ccccc1. As a reaction SMILES: [CH2:16]([c:17]1[cH:18][cH:19][cH:20][cH:21][cH:22]1)[O:23][CH2:24][C:25](=[O:26])[OH:27].[CH2:28]([CH2:29][CH2:30][CH3:31])[NH:32][CH2:33][CH2:34][CH2:35][CH3:36].[CH2:37]1[O:38][CH2:39][CH2:40][CH2:41]1.[CH3:1][N:2]1[CH2:3][CH2:4][O:5][CH2:6][CH2:7]1.[Cl:8][C:9]([O:10][CH2:11][CH:12]([CH3:13])[CH3:14])=[O:15].[OH2:42]>>[CH2:16]([c:17]1[cH:18][cH:19][cH:20][cH:21][cH:22]1)[O:23][CH2:24][C:25](=[O:27])[N:32]([CH2:28][CH2:29][CH2:30][CH3:31])[CH2:33][CH2:34][CH2:35][CH3:36]. The reactants are O(C1=CC=CC=C1)C1=C(C(=O)Cl)C=CC=C1 (2-phenoxybenzoyl chloride), 50, CNC (dimethyl amine). Procedure details: A solution of 7.7 parts of 2-phenoxybenzoyl chloride in 50 parts of methylene chloride was added slowly to a cold (0°) vigorously stirred mixture of 50 parts of methylene chloride and 40 parts of 25% aqueous dimethyl amine. After 8 hours the methylene chloride layer was separated. The organic layer was washed with water and dried over magnesium sulfate. Removal of the magnesium sulfate by filtration and the methylene chloride under vacuum gave 5.1 parts of N,N dimethyl-2-phenoxybenzamide as a vi... As a reaction SMILES: [O:1]([C:8]1[CH:16]=[CH:15][CH:14]=[CH:13][C:9]=1[C:10](Cl)=[O:11])[C:2]1[CH:7]=[CH:6][CH:5]=[CH:4][CH:3]=1.[CH3:17][NH:18][CH3:19]>C(Cl)Cl>[CH3:17][N:18]([CH3:19])[C:10](=[O:11])[C:9]1[CH:13]=[CH:14][CH:15]=[CH:16][C:8]=1[O:1][C:2]1[CH:7]=[CH:6][CH:5]=[CH:4][CH:3]=1. Yields the product CN(C(C1=C(C=CC=C1)OC1=CC=CC=C1)=O)C (N,N dimethyl-2-phenoxybenzamide). The solvent is C(Cl)Cl (methylene chloride), C(Cl)Cl (methylene chloride). RXN SMILES: [CH:1]([C:4]1[CH:5]=[C:6]([C:12]([OH:14])=O)[O:7][C:8]=1[CH:9]([CH3:11])[CH3:10])([CH3:3])[CH3:2].[NH2:15][C:16]1[S:20][C:19]([C:21]([O:23][CH3:24])=[O:22])=[CH:18][CH:17]=1>>[CH:1]([C:4]1[CH:5]=[C:6]([C:12]([NH:15][C:16]2[S:20][C:19]([C:21]([O:23][CH3:24])=[O:22])=[CH:18][CH:17]=2)=[O:14])[O:7][C:8]=1[CH:9]([CH3:10])[CH3:11])([CH3:2])[CH3:3]. Reactants: C(C)(C)C=1C=C(OC1C(C)C)C(=O)O (4,5-diisopropylfuran-2-carboxylic acid), NC1=CC=C(S1)C(=O)OC (methyl 5-aminothiophene-2-carboxylate). Procedure: In the same manner as that of Example 2, 4,5-diisopropylfuran-2-carboxylic acid (42 mg, 0.214 mmol) was condensed with methyl 5-aminothiophene-2-carboxylate (50 mg, 0.318 mmol), and the resultant was purified by silica gel chromatography (2% methanol-chloroform) to obtain methyl 5-[(4,5-diisopropylfuran-2-carbonyl)amino]thiophene-2-carboxylate (39 mg, 54%) as pale yellow prisms. The product is C(C)(C)C=1C=C(OC1C(C)C)C(=O)NC1=CC=C(S1)C(=O)OC (methyl 5-[(4,5-diisopropylfuran-2-carbonyl)amino]thiophene-2-carboxylate). Yield: 54.3%. The product is CC1(C)CC(c2ccccc2N)Nc2ccc(C(F)(F)F)cc21. The reactants are CC1(C)CC(c2ccccc2[N+](=O)[O-])Nc2ccc(C(F)(F)F)cc21, CCO, [Cl-], [Fe], [NH4+]. As a reaction SMILES: [CH3:1][C:2]1([CH3:25])[CH2:3][CH:4]([c:16]2[c:17]([N+:22]([O-:23])=[O:24])[cH:18][cH:19][cH:20][cH:21]2)[NH:5][c:6]2[cH:7][cH:8][c:9]([C:12]([F:13])([F:14])[F:15])[cH:10][c:11]21.[CH3:28][CH2:29][OH:30].[Cl-:26].[Fe:31].[NH4+:27]>>[CH3:1][C:2]1([CH3:25])[CH2:3][CH:4]([c:16]2[c:17]([NH2:22])[cH:18][cH:19][cH:20][cH:21]2)[NH:5][c:6]2[cH:7][cH:8][c:9]([C:12]([F:13])([F:14])[F:15])[cH:10][c:11]21. The product is NC(=O)c1sc(-n2cnc3ccc(OCCCN(CCO)CCO)cc32)nc1-c1cccc(Cl)c1. RXN SMILES: [C:30](=[O:31])([O-:32])[O-:33].[CH3:45][N:46]([CH3:47])[CH:48]=[O:49].[Cl:1][CH2:2][CH2:3][CH2:4][O:5][c:6]1[cH:7][cH:8][c:9]2[c:10]([n:11](-[c:14]3[s:15][c:16]([C:26](=[O:27])[NH2:28])[c:17](-[c:19]4[cH:20][c:21]([Cl:25])[cH:22][cH:23][cH:24]4)[n:18]3)[cH:12][n:13]2)[cH:29]1.[I-:37].[K+:34].[K+:35].[K+:36].[OH:38][CH2:39][CH2:40][NH:41][CH2:42][CH2:43][OH:44]>>[CH2:2]([CH2:3][CH2:4][O:5][c:6]1[cH:7][cH:8][c:9]2[c:10]([n:11](-[c:14]3[s:15][c:16]([C:26](=[O:27])[NH2:28])[c:17](-[c:19]4[cH:20][c:21]([Cl:25])[cH:22][cH:23][cH:24]4)[n:18]3)[cH:12][n:13]2)[cH:29]1)[N:41]([CH2:40][CH2:39][OH:38])[CH2:42][CH2:43][OH:44]. The reactants are O=C([O-])[O-], CN(C)C=O, NC(=O)c1sc(-n2cnc3ccc(OCCCCl)cc32)nc1-c1cccc(Cl)c1, [I-], [K+], [K+], [K+], OCCNCCO.